Dataset: the Open Reaction Database (ORD), a public repository of structured organic reaction records. Task: describe an organic reaction: reactants, conditions, products, and yield Reactants: COC=1C=C(C(=O)N2CC(CC2)(C2=CC=CC=C2)CCN2CCN(CCC2)C2=NC3=C(N2CCCCC#N)C=CC=C3)C=C(C1OC)OC (1-(3,4,5-trimethoxybenzoyl)-3-(2-(4-(1-(4-cyanobutyl)-1H-benzimidazol-2-yl)[1,4]diazepan-1-yl)ethyl)-3-phenylpyrrolidine), [N-]=[N+]=[N-].[Na+] (sodium azide), Cl.C(C)[NH+](CC)CC (triethylammonium hydrochloride), CO.ClCCl (methanol dichloromethane). Solvent: CN1C(CCC1)=O (N-methylpyrrolidinone). Run at temperature 150 celsius, time 4 hour. Yields the product COC=1C=C(C(=O)N2CC(CC2)(C2=CC=CC=C2)CCN2CCN(CCC2)C2=NC3=C(N2CCCCC2=NN=NN2)C=CC=C3)C=C(C1OC)OC (1-(3,4,5-Trimethoxybenzoyl)-3-(2-(4-(1-(4-(1H-tetrazol-5-yl)butyl)-1H-benzimidazol-2-yl)[1,4]diazepan-1-yl)ethyl)-3-phenylpyrrolidine). As a reaction SMILES: [CH3:1][O:2][C:3]1[CH:4]=[C:5]([CH:43]=[C:44]([O:48][CH3:49])[C:45]=1[O:46][CH3:47])[C:6]([N:8]1[CH2:12][CH2:11][C:10]([CH2:19][CH2:20][N:21]2[CH2:27][CH2:26][CH2:25][N:24]([C:28]3[N:32]([CH2:33][CH2:34][CH2:35][CH2:36][C:37]#[N:38])[C:31]4[CH:39]=[CH:40][CH:41]=[CH:42][C:30]=4[N:29]=3)[CH2:23][CH2:22]2)([C:13]2[CH:18]=[CH:17][CH:16]=[CH:15][CH:14]=2)[CH2:9]1)=[O:7].[N-:50]=[N+:51]=[N-:52].[Na+].Cl.C([NH+](CC)CC)C.CO.ClCCl>CN1CCCC1=O>[CH3:1][O:2][C:3]1[CH:4]=[C:5]([CH:43]=[C:44]([O:48][CH3:49])[C:45]=1[O:46][CH3:47])[C:6]([N:8]1[CH2:12][CH2:11][C:10]([CH2:19][CH2:20][N:21]2[CH2:27][CH2:26][CH2:25][N:24]([C:28]3[N:32]([CH2:33][CH2:34][CH2:35][CH2:36][C:37]4[NH:52][N:51]=[N:50][N:38]=4)[C:31]4[CH:39]=[CH:40][CH:41]=[CH:42][C:30]=4[N:29]=3)[CH2:23][CH2:22]2)([C:13]2[CH:14]=[CH:15][CH:16]=[CH:17][CH:18]=2)[CH2:9]1)=[O:7] |f:1.2,3.4,5.6|. Procedure: Combine 1-(3,4,5-trimethoxybenzoyl)-3-(2-(4-(1-(4-cyanobutyl)-1H-benzimidazol-2-yl)[1,4]diazepan-1-yl)ethyl)-3-phenylpyrrolidine (0.45 g, 0.67 mmol), sodium azide (0.13 g, 2.04 mmol), and triethylammonium hydrochloride (0.14 g, 1.03 mmol) in N-methylpyrrolidinone (6 mL). Heat to 150° C. After 4 hours, cool to ambient temperature and partition the reaction mixture between water and ethyl acetate. Separate the layers and extract the aqueous layer three times with ethyl acetate. Adjust the pH of th... The reactants are Cl.Cl.N[C@@H]1CN(CC1)C1=CC=C(C=C1)S(=O)(=O)N(C)C (4-[(S)-3-aminopyrrolidin-1-yl]-N,N-dimethyl-benzenesulfonamide dihydrochloride), C([O-])(O)=O.[Na+] (sodium bicarbonate). Run in C(Cl)(Cl)Cl (chloroform). Product: N[C@@H]1CN(CC1)C1=CC=C(C=C1)S(=O)(=O)N(C)C (4-[(S)-3-aminopyrrolidin-1-yl]-N,N-dimethyl-benzenesulfonamide). Reaction SMILES: Cl.Cl.[NH2:3][C@H:4]1[CH2:8][CH2:7][N:6]([C:9]2[CH:14]=[CH:13][C:12]([S:15]([N:18]([CH3:20])[CH3:19])(=[O:17])=[O:16])=[CH:11][CH:10]=2)[CH2:5]1.C(=O)(O)[O-].[Na+]>C(Cl)(Cl)Cl>[NH2:3][C@H:4]1[CH2:8][CH2:7][N:6]([C:9]2[CH:10]=[CH:11][C:12]([S:15]([N:18]([CH3:20])[CH3:19])(=[O:16])=[O:17])=[CH:13][CH:14]=2)[CH2:5]1 |f:0.1.2,3.4|. Reported procedure: In ethyl acetate was dissolved 8.39 g of tert-butyl [(S)-1-(4-dimethylsulfamoylphenyl)-pyrrolidin-3-yl]carbamate, 200 ml of a solution of 4M hydrochloric acid in ethyl acetate was added thereto, and the mixture was stirred at room temperature for 3 days. The solvent was evaporated, and then, diethyl ether was added to the residue, and the precipitates were collected by filtration to obtain 4-[(S)-3-aminopyrrolidin-1-yl]-N,N-dimethyl-benzenesulfonamide dihydrochloride. To the 4-[(S)-3-aminopyrrol... Solvent: C=1(C(=CC=CC1)C)C (xylene). Yield: 31.2%. Starting materials: C(C)(=O)OCC.CCCCCC (ethyl acetate hexane), NC1=C(NC2=CC(=CC=C12)Cl)C(C1=CC=CC=C1)=O (3-amino-2-benzoyl-6-chloroindole), C(CC(=O)C)(=O)OC(C)(C)C (tert-butyl acetoacetate). Procedure details: A mixture of 3-amino-2-benzoyl-6-chloroindole (Example 1) (850 mg, 4.07 mmol) and tert-butyl acetoacetate (1.3 ml, 8.15 mmol) in xylene (10 ml) was heated at 120° C. for 5 h. The mixture was concentrated and purified by flash column chromatography eluting with hexane/ethyl acetate (2/1) to give a yellow amorphous solid. Recrysalization from ethyl acetate/hexane afforded 450 mg (31%) of the titled compound as a pale yellow solid. m.p.: 170-173° C. 1H-NMR (CDCl3) δ: 10.22 (1H, br s), 8.47 (1H, br ... As a reaction SMILES: [NH2:1][C:2]1[C:10]2[C:5](=[CH:6][C:7]([Cl:11])=[CH:8][CH:9]=2)[NH:4][C:3]=1[C:12](=[O:19])[C:13]1[CH:18]=[CH:17][CH:16]=[CH:15][CH:14]=1.[C:20](OC(C)(C)C)(=[O:25])[CH2:21][C:22]([CH3:24])=[O:23].C(OCC)(=O)C.CCCCCC>C1(C)C(C)=CC=CC=1>[C:12]([C:3]1[NH:4][C:5]2[C:10]([C:2]=1[NH:1][C:20](=[O:25])[CH2:21][C:22](=[O:23])[CH3:24])=[CH:9][CH:8]=[C:7]([Cl:11])[CH:6]=2)(=[O:19])[C:13]1[CH:18]=[CH:17][CH:16]=[CH:15][CH:14]=1 |f:2.3|. Run at temperature 120 celsius. Product: C(C1=CC=CC=C1)(=O)C=1NC2=CC(=CC=C2C1NC(CC(C)=O)=O)Cl (2-Benzoyl-6-chloro-3-(3-oxobutyrylamino)indole).